This data is from the Open Reaction Database (ORD), a public repository of structured organic reaction records. The task is: describe an organic reaction: reactants, conditions, products, and yield Reactants: CS(=O)(=O)NC(=O)N1C([C@H](C1)NC(=O)OCC1=CC=CC=C1)=O ((S)-N-(Methylsulfonyl)-2-oxo-3-[[(phenylmethoxy)-carbonyl]amino]-1-azetidinecarboxamide), Cl (hydrochloric acid). Reagents/catalysts: [Pd] (palladium on charcoal). Solvent: O (water), CO (methanol), O (water). Run at time 30 minute. The product is Cl.CS(=O)(=O)NC(=O)N1C([C@H](C1)N)=O ((S)-N-(Methylsulfonyl)-2-oxo-3-amino-1-azetidinecarboxamide, hydrochloride salt). As a reaction SMILES: [CH3:1][S:2]([NH:5][C:6]([N:8]1[CH2:11][C@H:10]([NH:12]C(OCC2C=CC=CC=2)=O)[C:9]1=[O:23])=[O:7])(=[O:4])=[O:3].[ClH:24]>CO.[Pd].O>[ClH:24].[CH3:1][S:2]([NH:5][C:6]([N:8]1[CH2:11][C@H:10]([NH2:12])[C:9]1=[O:23])=[O:7])(=[O:3])=[O:4] |f:5.6|. Procedure: To a solution of 300 mg of (S)-N-(methylsulfonyl)-2-oxo-3-[[(phenylmethoxy)carbonyl]-amino-1-azetidinecarboxamide (see example 5) in 8 ml of dry methanol was added 150 mg of 10% palladium on charcoal. The mixture was hydrogenated at room temperature and 1 atmosphere for 30 minutes, and then 2 ml of water was added followed by dilute hydrochloric acid to adjust the pH to 1.8. The catalyst was filtered using water/methanol. Evaporation of the filtrate gave 65 mg of crude product. The catalyst was ...